This data is from the Open Reaction Database (ORD), a public repository of structured organic reaction records. The task is: describe an organic reaction: reactants, conditions, products, and yield The reactants are CN, [Cl-], O=C(O)Cc1cc(Cl)cc2c(-c3ccccc3)onc12. The product is CNC(=O)Cc1cc(Cl)cc2c(-c3ccccc3)onc12. As a reaction SMILES: [CH3:22][NH2:23].[Cl-:1].[Cl:2][c:3]1[cH:4][c:5]([CH2:18][C:19](=[O:20])[OH:21])[c:6]2[c:7]([c:8](-[c:11]3[cH:12][cH:13][cH:14][cH:15][cH:16]3)[o:9][n:10]2)[cH:17]1>>[Cl:2][c:3]1[cH:4][c:5]([CH2:18][C:19](=[O:21])[NH:23][CH3:22])[c:6]2[c:7]([c:8](-[c:11]3[cH:12][cH:13][cH:14][cH:15][cH:16]3)[o:9][n:10]2)[cH:17]1. Reactants: CC=1C=C(C=CC1)NC(CN1[C@H](CN(CC1)C1=NC=CC=C1)C)=O (N-(3-methylphenyl)-2-[(2S)-2-methyl-4-(2-pyridinyl)-1-piperazinyl]acetamide), COC1=CC=C(C=C1)P1(SP(S1)(C1=CC=C(C=C1)OC)=S)=S (2,4-bis(4-methoxyphenyl)-1,3-dithia-2,4-diphosphetane-2,4-disulphide). The solvent is C1(=CC=CC=C1)C (toluene). Conditions: temperature 65 celsius. Yields the product CC=1C=C(C=CC1)NC(CN1[C@H](CN(CC1)C1=NC=CC=C1)C)=S (N-(3-methylphenyl)-2-[(2S)-2-methyl-4-pyridin-2-ylpiperazin-1-yl]ethanethioamide). The yield is 163.9%. As a reaction SMILES: [CH3:1][C:2]1[CH:3]=[C:4]([NH:8][C:9](=O)[CH2:10][N:11]2[CH2:16][CH2:15][N:14]([C:17]3[CH:22]=[CH:21][CH:20]=[CH:19][N:18]=3)[CH2:13][C@@H:12]2[CH3:23])[CH:5]=[CH:6][CH:7]=1.COC1C=CC(P2(=S)SP(=S)(C3C=CC(OC)=CC=3)[S:34]2)=CC=1>C1(C)C=CC=CC=1>[CH3:1][C:2]1[CH:3]=[C:4]([NH:8][C:9](=[S:34])[CH2:10][N:11]2[CH2:16][CH2:15][N:14]([C:17]3[CH:22]=[CH:21][CH:20]=[CH:19][N:18]=3)[CH2:13][C@@H:12]2[CH3:23])[CH:5]=[CH:6][CH:7]=1. Reported procedure: A solution of the product from Example 214 (200 mg, 0.62 mmol) in dry toluene (6 mL) was treated with 2,4-bis(4-methoxyphenyl)-1,3-dithia-2,4-diphosphetane-2,4-disulphide (Lawesson's reagent, 125 mg, 0.31 mmol) and heated at 65° C. for 1 hour. The mixture was allowed to cool to room temperature and concentrated under reduced pressure. The residue was purified by flash column chromatography on silica gel (elution with 75% hexanes:ethyl acetate) to provide 173 mg (82% yield) of the title compound ... Reactants: CC1=NN(C(=C1C=1C=C2C(=CC=NC2=CC1)N1CCN(CC1)C)C)C(C1=CC=CC=C1)(C1=CC=CC=C1)C1=CC=CC=C1 (6-(3,5-dimethyl-1-trityl-1H-pyrazolyl)-4-(4-methylpiperazin-1-yl)quinoline), Cl (hydrochloric acid). As a reaction SMILES: [CH3:1][C:2]1[C:6]([C:7]2[CH:8]=[C:9]3[C:14](=[CH:15][CH:16]=2)[N:13]=[CH:12][CH:11]=[C:10]3[N:17]2[CH2:22][CH2:21][N:20]([CH3:23])[CH2:19][CH2:18]2)=[C:5]([CH3:24])[N:4](C(C2C=CC=CC=2)(C2C=CC=CC=2)C2C=CC=CC=2)[N:3]=1.[ClH:44]>>[ClH:44].[ClH:44].[CH3:24][C:5]1[C:6]([C:7]2[CH:8]=[C:9]3[C:14](=[CH:15][CH:16]=2)[N:13]=[CH:12][CH:11]=[C:10]3[N:17]2[CH2:18][CH2:19][N:20]([CH3:23])[CH2:21][CH2:22]2)=[C:2]([CH3:1])[NH:3][N:4]=1 |f:2.3.4|. Product: Cl.Cl.CC1=NNC(=C1C=1C=C2C(=CC=NC2=CC1)N1CCN(CC1)C)C (6-(3,5-Dimethyl-1H-4-pyrazolyl)-4-(4-methylpiperazin-1-yl)quinoline dihydrochloride). Reported procedure: 75 mg 6-(3,5-dimethyl-1-trityl-1H-pyrazolyl)-4-(4-methylpiperazin-1-yl)quinoline obtained in Example 171 and 1 mL of 5 N hydrochloric acid were reacted in the same manner as in Example 163, to give 147 mg of the title compound as pale yellow crystals. Reactants: COC1=CC=C(C(=O)N2[C@H](C[C@H](C3=CC=CC=C23)N)C)C=C1 ((2S,4R)-1-(4-methoxybenzoyl)-2-methyl-1,2,3,4-tetrahydroquinolin-4-amine), C1(CCCC1)=O (cyclopentanone), CC(=O)O (HOAc), [BH-](OC(=O)C)(OC(=O)C)OC(=O)C.[Na+] (Na(OAc)3BH). Run in CO (MeOH). Yields the product C1(CCCC1)N[C@@H]1C[C@@H](N(C2=CC=CC=C12)C(C1=CC=C(C=C1)OC)=O)C ((2S,4R)-N-cyclopentyl-1-(4-methoxybenzoyl)-2-methyl-1,2,3,4-tetrahydroquinolin-4-amine). Reaction SMILES: [CH3:1][O:2][C:3]1[CH:22]=[CH:21][C:6]([C:7]([N:9]2[C:18]3[C:13](=[CH:14][CH:15]=[CH:16][CH:17]=3)[C@H:12]([NH2:19])[CH2:11][C@@H:10]2[CH3:20])=[O:8])=[CH:5][CH:4]=1.[C:23]1(=O)[CH2:27][CH2:26][CH2:25][CH2:24]1.[BH-](OC(C)=O)(OC(C)=O)OC(C)=O.[Na+].CC(O)=O>CO>[CH:23]1([NH:19][C@H:12]2[C:13]3[C:18](=[CH:17][CH:16]=[CH:15][CH:14]=3)[N:9]([C:7](=[O:8])[C:6]3[CH:5]=[CH:4][C:3]([O:2][CH3:1])=[CH:22][CH:21]=3)[C@@H:10]([CH3:20])[CH2:11]2)[CH2:27][CH2:26][CH2:25][CH2:24]1 |f:2.3|. Procedure: To (2S,4R)-1-(4-methoxybenzoyl)-2-methyl-1,2,3,4-tetrahydroquinolin-4-amine (200 mg, 0.67 mmol) in MeOH was added cyclopentanone (0.073 mL, 0.74 mmol) followed Na(OAc)3BH (284 mg, 1.34 mmol) and catalytic amount of HOAc. The reaction mixture was stirred at room temperature over night. The reaction wash quenched by adding water. And the mixture was extracted with EtOAc 3 times. The organic layers were combined then dried over anhydrous magnesium sulfate, filtered, and concentrated under reduced p... Starting materials: ClC1=C(C=CC=C1)C#C (1-chloro-2-ethynyl-benzene), FC(C=1C=C(CN2N=NC(=C2Cl)C=O)C=C(C1)C(F)(F)F)(F)F (1-(3,5-bis-trifluoromethyl-benzyl)-5-chloro-1H-[1,2,3]triazole-4-carbaldehyde), O (water), Cl (HCl). Run in C1CCOC1 (THF), C[Mg]Br (methyl magnesium bromide), C1CCOC1 (THF). Reaction conditions: time 40 minute. The product is FC(C=1C=C(CN2N=NC(=C2Cl)C(C#CC2=C(C=CC=C2)Cl)O)C=C(C1)C(F)(F)F)(F)F (1-[1-(3,5-bis-trifluoromethyl-benzyl)-5-chloro-1H-[1,2,3]triazol-4-yl]-3-(2-chloro-phenyl)-prop-2-yn-1-ol). RXN SMILES: [Cl:1][C:2]1[CH:7]=[CH:6][CH:5]=[CH:4][C:3]=1[C:8]#[CH:9].[F:10][C:11]([F:32])([F:31])[C:12]1[CH:13]=[C:14]([CH:24]=[C:25]([C:27]([F:30])([F:29])[F:28])[CH:26]=1)[CH2:15][N:16]1[C:20]([Cl:21])=[C:19]([CH:22]=[O:23])[N:18]=[N:17]1.O.Cl>C1COCC1.C[Mg]Br>[F:30][C:27]([F:28])([F:29])[C:25]1[CH:24]=[C:14]([CH:13]=[C:12]([C:11]([F:10])([F:32])[F:31])[CH:26]=1)[CH2:15][N:16]1[C:20]([Cl:21])=[C:19]([CH:22]([OH:23])[C:9]#[C:8][C:3]2[CH:4]=[CH:5][CH:6]=[CH:7][C:2]=2[Cl:1])[N:18]=[N:17]1. Procedure: Dissolve 1-chloro-2-ethynyl-benzene (22.1 g, 162 mmol) in THF (300 mL) and slowly add methyl magnesium bromide (50 mL, 3.0 M in ether). Stir solution at RT for 40 min, then add a solution of 1-(3,5-bis-trifluoromethyl-benzyl)-5-chloro-1H-[1,2,3]triazole-4-carbaldehyde (29.6 g, 82.8 mmol) in THF (160 ml). Stir resulting solution at RT for 2 h then pour into cold water (500 mL) and 1N HCl (150 mL) and extract with EtOAc (3×200 mL). Combine the organic phases and wash with saturated NaHCO3 (200 mL)...